This data is from the Open Reaction Database (ORD), a public repository of structured organic reaction records. The task is: describe an organic reaction: reactants, conditions, products, and yield The reactants are C(C=1C(O)=CC=CC1)(=O)[O-].[Na+] (sodium salicylate), [Br-].C[N+](CCOC(C(=C)C)=O)(CC(=O)CC)C (N,N-dimethyl-N-(ethylcarbonylmethyl)-N-[2-(methacryloyloxy)ethyl]ammonium bromide), C(C=1C(O)=CC=CC1)(=O)[O-].[Na+] (Sodium salicylate). Solvent: O (DI water), O (DI water). Reaction conditions: temperature 25 celsius, time 24 hour. Yields the product C(C=1C(O)=CC=CC1)(=O)[O-].C[N+](CCOC(C(=C)C)=O)(CC(=O)CC)C (N,N-Dimethyl-N-(ethylcarbonylmethyl)-N-[2-(methacryloyloxy)ethyl]ammonium salicylate). As a reaction SMILES: [C:1]([O-:10])(=[O:9])[C:2]1[C:3](=[CH:5][CH:6]=[CH:7][CH:8]=1)[OH:4].[Na+].[Br-].[CH3:13][N+:14]([CH3:28])([CH2:23][C:24]([CH2:26][CH3:27])=[O:25])[CH2:15][CH2:16][O:17][C:18](=[O:22])[C:19]([CH3:21])=[CH2:20]>O>[C:1]([O-:10])(=[O:9])[C:2]1[C:3](=[CH:5][CH:6]=[CH:7][CH:8]=1)[OH:4].[CH3:28][N+:14]([CH3:13])([CH2:23][C:24]([CH2:26][CH3:27])=[O:25])[CH2:15][CH2:16][O:17][C:18](=[O:22])[C:19]([CH3:21])=[CH2:20] |f:0.1,2.3,5.6|. Procedure: Sodium salicylate (1.64 g, 10 mmole) was dissolved in DI water (10 mL), and the sodium salicylate solution was added to a solution of N,N-dimethyl-N-(ethylcarbonylmethyl)-N-[2-(methacryloyloxy)ethyl]ammonium bromide (3.24 g, 10 mmole) in DI water (10 mL). The reaction was stirred at 25° C. for 24 hours. The product was extracted by chloroform and dried in vacuum and analyzed. 1H NMR (300 MHz, D2O): δ 7.0-7.67 (m, 1H), 7.35-7.28 (m, 1H), 6.86-6.79 (m, 2H), 6.11 (s, 1H), 5.65 (s, 1H), 5.03 (s, 2H)...